Dataset: the Open Reaction Database (ORD), a public repository of structured organic reaction records. Task: describe an organic reaction: reactants, conditions, products, and yield Starting materials: NC=1C=CC2=C(B(OC2)O)C1 (6-amino-3H-benzo[c][1,2]oxaborol-1-ol), [N+](=O)([O-])C1=C(C=CC(=C1)[N+](=O)[O-])S(=O)(=O)Cl (2,4-dinitro-benzenesulfonyl chloride), N1=CC=CC=C1 (pyridine). The solvent is C(Cl)Cl (methylene chloride). Product: OB1OCC2=C1C=C(C=C2)NS(=O)(=O)C2=C(C=C(C=C2)[N+](=O)[O-])[N+](=O)[O-] (N-(1-hydroxy-1,3-dihydrobenzo[c][1,2]oxaborol-6-yl)-2,4-dinitrobenzenesulfonamide). As a reaction SMILES: [NH2:1][C:2]1[CH:3]=[CH:4][C:5]2[CH2:9][O:8][B:7]([OH:10])[C:6]=2[CH:11]=1.[N+:12]([C:15]1[CH:20]=[C:19]([N+:21]([O-:23])=[O:22])[CH:18]=[CH:17][C:16]=1[S:24](Cl)(=[O:26])=[O:25])([O-:14])=[O:13].N1C=CC=CC=1>C(Cl)Cl>[OH:10][B:7]1[C:6]2[CH:11]=[C:2]([NH:1][S:24]([C:16]3[CH:17]=[CH:18][C:19]([N+:21]([O-:23])=[O:22])=[CH:20][C:15]=3[N+:12]([O-:14])=[O:13])(=[O:25])=[O:26])[CH:3]=[CH:4][C:5]=2[CH2:9][O:8]1. Procedure details: Using General Procedure 1: 6-amino-3H-benzo[c][1,2]oxaborol-1-ol (4.9 g, 32.6 mmol), 2,4-dinitro-benzenesulfonyl chloride (9.8 g, 36.8 mmol), pyridine (18 mL), methylene chloride (100 ml), 0° C.-rt, 0/N. Purification: precipitation from hot H2O. The title compound was recrystallized from ethyl acetate as a light-orange solid (9.5 g). 1H NMR (400 MHz, DMSO-d6) δ ppm 11.0 (s, 1H), 9.27 (s, 1H), 8.88 (d, Hz, 1H), 8.58 (dd, J=2.2, 8.6 Hz, 1H), 8.17 (d, J=8.6 Hz, 1H), 7.51 (d, Hz, 1H), 7.34 (d, J=8.3... Reactants: C[O-].[Na+] (sodium methoxide), ClC1=NC(=NC(=C1C#N)NC1CC1)NC(C)C (4-chloro-6-cyclopropylamino-2-isopropylamino-5-pyrimidinecarbonitrile). Solvent: CO (methanol). The product is C1(CC1)NC1=C(C(=NC(=N1)NC(C)C)OC)C#N (6-cyclopropylamino-2-isopropylamino-4-methoxy-5-pyrimidinecarbonitrile). The yield is 89.1%. RXN SMILES: [CH3:1][O-:2].[Na+].Cl[C:5]1[C:10]([C:11]#[N:12])=[C:9]([NH:13][CH:14]2[CH2:16][CH2:15]2)[N:8]=[C:7]([NH:17][CH:18]([CH3:20])[CH3:19])[N:6]=1>CO>[CH:14]1([NH:13][C:9]2[N:8]=[C:7]([NH:17][CH:18]([CH3:20])[CH3:19])[N:6]=[C:5]([O:2][CH3:1])[C:10]=2[C:11]#[N:12])[CH2:16][CH2:15]1 |f:0.1|. Procedure: To a stirred solution of 0.9 gram of sodium methoxide in 100 ml of methanol was added, in one portion, 4.0 grams of 4-chloro-6-cyclopropylamino-2-isopropylamino-5-pyrimidinecarbonitrile. The reaction mixture was then heated under reflux for 3 hours. The methanol was removed by evaporation under reduced pressure to give a residue. The residue was washed with water, and the solid was collected by filtration to yield 3.5 grams of 6-cyclopropylamino-2-isopropylamino-4-methoxy-5-pyrimidinecarbonitril... Reactants: I.NNC(=NCCCOC1=CC(=CC=C1)CN1CCCCC1)NC (N-Amino-N'-methyl-N"-[3-[3-(1-piperidinylmethyl)phenoxy]propyl]guanidine hydroiodide), C(CO)(=O)O (glycolic acid). The solvent is C1=CC=CC=C1 (benzene). The product is CN1C(=NN=C1NCCCOC1=CC(=CC=C1)CN1CCCCC1)CO (4-Methyl-5-[[3-[3-(1-piperidinylmethyl)phenoxy]propyl]amino]-4H-1,2,4-triazole-3-methanol). Yield: 0.7%. RXN SMILES: I.[NH2:2][NH:3][C:4]([NH:23][CH3:24])=[N:5][CH2:6][CH2:7][CH2:8][O:9][C:10]1[CH:15]=[CH:14][CH:13]=[C:12]([CH2:16][N:17]2[CH2:22][CH2:21][CH2:20][CH2:19][CH2:18]2)[CH:11]=1.[C:25](O)(=O)[CH2:26][OH:27]>C1C=CC=CC=1>[CH3:24][N:23]1[C:4]([NH:5][CH2:6][CH2:7][CH2:8][O:9][C:10]2[CH:15]=[CH:14][CH:13]=[C:12]([CH2:16][N:17]3[CH2:18][CH2:19][CH2:20][CH2:21][CH2:22]3)[CH:11]=2)=[N:3][N:2]=[C:25]1[CH2:26][OH:27] |f:0.1|. Procedure: N-Amino-N'-methyl-N"-[3-[3-(1-piperidinylmethyl)phenoxy]propyl]guanidine hydroiodide (2.24 g) and glycolic acid (1.52 g) were heated together for 3 h in dry benzene (25 ml) at reflux. The benzene was decanted from the residual oil, which was partitioned between ethyl acetate and aqueous 1N sodium hydroxide solution. The organic phase was chromatographed on silica using methanol to give a white solid. This solid was washed with boiling ethyl acetate to leave the title compound as a white solid (0... Reactants: O (water), C(C)(C)(C)C1=CC=C(C=C1)CCO (2-(4-tert-butylphenyl) ethanol), [N+](=O)([O-])C=1C=C2C(=NC=NC2=CC1)Cl (6-Nitro-4-chloroquinazoline), [H-].[Na+] (sodium hydride). The solvent is O1CCCC1 (tetrahydrofuran). The product is [N+](=O)([O-])C=1C=C2C(=NC=NC2=CC1)OCCC1=CC=C(C=C1)C(C)(C)C (6-Nitro-4-(2-(4-tert-butylphenyl) ethoxy) quinazoline). As a reaction SMILES: [C:1]([C:5]1[CH:10]=[CH:9][C:8]([CH2:11][CH2:12][OH:13])=[CH:7][CH:6]=1)([CH3:4])([CH3:3])[CH3:2].[H-].[Na+].[N+:16]([C:19]1[CH:20]=[C:21]2[C:26](=[CH:27][CH:28]=1)[N:25]=[CH:24][N:23]=[C:22]2Cl)([O-:18])=[O:17].O>O1CCCC1>[N+:16]([C:19]1[CH:20]=[C:21]2[C:26](=[CH:27][CH:28]=1)[N:25]=[CH:24][N:23]=[C:22]2[O:13][CH2:12][CH2:11][C:8]1[CH:7]=[CH:6][C:5]([C:1]([CH3:4])([CH3:2])[CH3:3])=[CH:10][CH:9]=1)([O-:18])=[O:17] |f:1.2|. Procedure details: 2-(4-tert-butylphenyl) ethanol (1.0 g, 5.59 mmol) is dissolved in dry tetrahydrofuran (7 ml) and to it is added sodium hydride (48.5 mg, 2.02 mmol). The resulting solution is stirred at room temperature for 30 minutes after which 6-Nitro-4-chloroquinazoline (1.17 g, 5.6 mmol) is added to the above solution. The solution is then stirred for 6 hours after which water is added to the mixture. The solution is then extracted in dichloromethane. The organic layer is washed, dried and then concentrated... RXN SMILES: [CH3:1][c:2]1[n:3][c:4]2[c:5]([cH:6][n:7][c:8]([CH3:10])[cH:9]2)[n:11]1[CH:12]1[CH2:13][CH2:14][N:15]([C:18](=[O:19])[CH3:20])[CH2:16][CH2:17]1.[CH3:22][CH2:23][OH:24].[ClH:21]>>[CH3:1][c:2]1[n:3][c:4]2[c:5]([cH:6][n:7][c:8]([CH3:10])[cH:9]2)[n:11]1[CH:12]1[CH2:13][CH2:14][NH:15][CH2:16][CH2:17]1. Yields the product Cc1cc2nc(C)n(C3CCNCC3)c2cn1. Starting materials: CC(=O)N1CCC(n2c(C)nc3cc(C)ncc32)CC1, CCO, Cl. The reactants are Intermediate 216, FC(C(=O)O)(F)F.C1(CC1)CCOC=1NC(=C2N=C(N=C2N1)OC)N (2-[(2-cyclopropylethyl)oxy]-8-(methyloxy)-1H-purin-6-amine trifluoroacetate), BrCCCC1COCC1 (3-(3-bromopropyl)tetrahydrofuran). Yields the product C1(CC1)CCOC1=NC(=C2N=C(N(C2=N1)CCCC1COCC1)OC)N (2-[(2-Cyclopropylethyl)oxy]-8-(methyloxy)-9-[3-(tetrahydro-3-furanyl)propyl]-9H-purin-6-amine). Reaction SMILES: FC(F)(F)C(O)=O.[CH:8]1([CH2:11][CH2:12][O:13][C:14]2[NH:15][C:16]([NH2:25])=[C:17]3[C:21]([N:22]=2)=[N:20][C:19]([O:23][CH3:24])=[N:18]3)[CH2:10][CH2:9]1.Br[CH2:27][CH2:28][CH2:29][CH:30]1[CH2:34][CH2:33][O:32][CH2:31]1>>[CH:8]1([CH2:11][CH2:12][O:13][C:14]2[N:22]=[C:21]3[C:17]([N:18]=[C:19]([O:23][CH3:24])[N:20]3[CH2:27][CH2:28][CH2:29][CH:30]3[CH2:34][CH2:33][O:32][CH2:31]3)=[C:16]([NH2:25])[N:15]=2)[CH2:10][CH2:9]1 |f:0.1|. Procedure details: Prepared similarly to Intermediate 216 from 2-[(2-cyclopropylethyl)oxy]-8-(methyloxy)-1H-purin-6-amine trifluoroacetate and 3-(3-bromopropyl)tetrahydrofuran. The reactants are FC1=C(C=CC(=C1)OC1=CC(=NC=C1)NC(=O)N1CCC(CC1)N1CCCC1)NC(OCC1=CC=CC=C1)=O (benzyl (2-fluoro-4-{2-[(4-pyrrolidin-1-ylpiperidine-1-carbonyl)amino]pyridin-4-yloxy}phenyl)carbamate), C(C)O (Ethanol). Reagents/catalysts: [C].[Pd] (palladium carbon). The solvent is O1CCCC1 (tetrahydrofuran). Reaction conditions: time 3.5 hour. Product: NC1=C(C=C(OC2=CC(=NC=C2)NC(=O)N2CCC(CC2)N2CCCC2)C=C1)F (4-(Pyrrolidin-1-yl)piperidine-1-carboxylic acid [4-(4-amino-3-fluorophenoxy)pyridin-2-yl]amide). Reaction SMILES: [F:1][C:2]1[CH:7]=[C:6]([O:8][C:9]2[CH:14]=[CH:13][N:12]=[C:11]([NH:15][C:16]([N:18]3[CH2:23][CH2:22][CH:21]([N:24]4[CH2:28][CH2:27][CH2:26][CH2:25]4)[CH2:20][CH2:19]3)=[O:17])[CH:10]=2)[CH:5]=[CH:4][C:3]=1[NH:29]C(=O)OCC1C=CC=CC=1.C(O)C>O1CCCC1.[C].[Pd]>[NH2:29][C:3]1[CH:4]=[CH:5][C:6]([O:8][C:9]2[CH:14]=[CH:13][N:12]=[C:11]([NH:15][C:16]([N:18]3[CH2:23][CH2:22][CH:21]([N:24]4[CH2:28][CH2:27][CH2:26][CH2:25]4)[CH2:20][CH2:19]3)=[O:17])[CH:10]=2)=[CH:7][C:2]=1[F:1] |f:3.4|. Procedure details: To a solution of benzyl (2-fluoro-4-{2-[(4-pyrrolidin-1-ylpiperidine-1-carbonyl)amino]pyridin-4-yloxy}phenyl)carbamate (91 mg) in tetrahydrofuran (10 ml) was 10% palladium carbon (36.4 mg), followed by stirring under a hydrogen atmosphere at room temperature for 3.5 hrs. Ethanol (5.0 ml) was added thereto, followed by stirring under a hydrogen atmosphere at room temperature for 1.5 hrs. The reaction mixture was filtered to remove the catalyst, and washed with a small amount of tetrahydrofuran to...